Dataset: the Open Reaction Database (ORD), a public repository of structured organic reaction records. Task: describe an organic reaction: reactants, conditions, products, and yield Reactants: ClC(=O)OCC (Ethyl chloroformate), S1C=NC=C1 (thiazole), COC1(SC=C(NC1=O)C)OC (2,2-dimethoxy-5-methyl-2H-1,4-thiazin-3(4H)-one). The solvent is ClCCl (dichloromethane). Reaction conditions: time 0.5 hour. Product: COC1(SC(=C(N=C1)C)C1SC=CN1C(=O)OCC)OC (2,2-dimethoxy-5-methyl-6-(3-ethoxycarbonyl-2,3-dihydro-2-thiazolyl)-2H-1,4-thiazin). Isolated yield 19.0%. RXN SMILES: Cl[C:2]([O:4][CH2:5][CH3:6])=[O:3].[S:7]1[CH:11]=[CH:10][N:9]=[CH:8]1.[CH3:12][O:13][C:14]1([O:22][CH3:23])[C:19](=O)[NH:18][C:17]([CH3:21])=[CH:16][S:15]1>ClCCl>[CH3:23][O:22][C:14]1([O:13][CH3:12])[CH:19]=[N:18][C:17]([CH3:21])=[C:16]([CH:8]2[N:9]([C:2]([O:4][CH2:5][CH3:6])=[O:3])[CH:10]=[CH:11][S:7]2)[S:15]1. Procedure details: Ethyl chloroformate (1.0 g) was added dropwise to a stirred solution of thiazole (0.79 g) in dichloromethane (10 ml) under ice-cooling and the mixture was stirred at room temperature for 0.5 hour. Then, 2,2-dimethoxy-5-methyl-2H-1,4-thiazin-3(4H)-one (1.47 g) was added, and the mixture was stirred at room temperature for 3 hours. The solution was washed with saturated sodium bicarbonate aqueous solution, dried over magnesium sulfate and evaporated to dryness. The residue was chromatographed on s... The reactants are compound [ 4-6 ], C1OC2=C(O1)C=C(C(=C2)CCl)Cl (6-chloropiperonyl chloride), C(C1=CC=CC=C1)N1C=CC2=CC=C(C=C12)CC(=O)O (2-(1-benzyl-1H-indole-6-yl)acetic acid). Product: ClC=1C(=CC2=C(OCO2)C1)CN1C=CC2=CC=C(C=C12)CC(=O)O (2-{1-[(6-chlorobenzo[d][1,3]dioxol-5-yl)methyl]-1H-indole-6-yl}acetic acid), C(C1=CC=CC=C1)N1C=CC2=CC=C(C=C12)CC(=O)O (2-(1-benzyl-1H-indole-6-yl)acetic acid). RXN SMILES: [CH2:1]1[O:5][C:4]2[CH:6]=[C:7]([Cl:12])[C:8]([CH2:10]Cl)=[CH:9][C:3]=2[O:2]1.[CH2:13]([N:20]1[C:28]2[C:23](=[CH:24][CH:25]=[C:26]([CH2:29][C:30]([OH:32])=[O:31])[CH:27]=2)[CH:22]=[CH:21]1)[C:14]1[CH:19]=[CH:18][CH:17]=[CH:16][CH:15]=1>>[Cl:12][C:7]1[C:8]([CH2:10][N:20]2[C:28]3[C:23](=[CH:24][CH:25]=[C:26]([CH2:29][C:30]([OH:32])=[O:31])[CH:27]=3)[CH:22]=[CH:21]2)=[CH:9][C:3]2[O:2][CH2:1][O:5][C:4]=2[CH:6]=1.[CH2:13]([N:20]1[C:28]2[C:23](=[CH:24][CH:25]=[C:26]([CH2:29][C:30]([OH:32])=[O:31])[CH:27]=2)[CH:22]=[CH:21]1)[C:14]1[CH:15]=[CH:16][CH:17]=[CH:18][CH:19]=1. Procedure details: The titled compound (46 mg) as a white solid was prepared from the compound [4-6] obtained in the process (6) of Example 4 (100 mg) and 6-chloropiperonyl chloride according to the method of the process (7) of Example 4. Reactants: OCC1=CC(=C(OCC=2N=C(SC2C)N2CCC(CC2)C(=O)OCC)C=C1)OC (ethyl 1-{4-[(4-hydroxymethyl-2-methoxyphenoxy)methyl]-5-methyl-1,3-thiazol-2-yl}piperidine-4-carboxylate), S(=O)(Cl)Cl (thionyl chloride). Solvent: C1(=CC=CC=C1)C (toluene). Product: ClCC1=CC(=C(OCC=2N=C(SC2C)N2CCC(CC2)C(=O)OCC)C=C1)OC (ethyl 1-{4-[(4-chloromethyl-2-methoxyphenoxy)methyl]-5-methyl-1,3-thiazol-2-yl}piperidine-4-carboxylate). Yield: 31.9%. RXN SMILES: O[CH2:2][C:3]1[CH:27]=[CH:26][C:6]([O:7][CH2:8][C:9]2[N:10]=[C:11]([N:15]3[CH2:20][CH2:19][CH:18]([C:21]([O:23][CH2:24][CH3:25])=[O:22])[CH2:17][CH2:16]3)[S:12][C:13]=2[CH3:14])=[C:5]([O:28][CH3:29])[CH:4]=1.S(Cl)([Cl:32])=O>C1(C)C=CC=CC=1>[Cl:32][CH2:2][C:3]1[CH:27]=[CH:26][C:6]([O:7][CH2:8][C:9]2[N:10]=[C:11]([N:15]3[CH2:20][CH2:19][CH:18]([C:21]([O:23][CH2:24][CH3:25])=[O:22])[CH2:17][CH2:16]3)[S:12][C:13]=2[CH3:14])=[C:5]([O:28][CH3:29])[CH:4]=1. Reported procedure: To a mixture of ethyl 1-{4-[(4-hydroxymethyl-2-methoxyphenoxy)methyl]-5-methyl-1,3-thiazol-2-yl}piperidine-4-carboxylate (1.35 g) and toluene (50 mL) was added thionyl chloride (0.42 g), and the mixture was heated under reflux for 2 hrs. The reaction mixture was concentrated and ethyl acetate was added to the residue. The organic layer was washed successively with saturated aqueous sodium hydrogen carbonate and saturated brine, dried over anhydrous magnesium sulfate and concentrated. The residue... Reactants: C=C(Br)CCCO[Si](C)(C)C(C)(C)C, C1CCOC1, O=Cc1cc(-c2cncnc2)c(F)cc1F, I, [Mg], O. As a reaction SMILES: [Br:1][C:2]([CH2:3][CH2:4][CH2:5][O:6][Si:7]([CH3:8])([CH3:9])[C:10]([CH3:11])([CH3:12])[CH3:13])=[CH2:14].[CH2:33]1[O:34][CH2:35][CH2:36][CH2:37]1.[F:17][c:18]1[c:19]([CH:20]=[O:21])[cH:22][c:23](-[c:27]2[cH:28][n:29][cH:30][n:31][cH:32]2)[c:24]([F:26])[cH:25]1.[I:16].[Mg:15].[OH2:38]>>[C:2]([CH2:3][CH2:4][CH2:5][O:6][Si:7]([CH3:8])([CH3:9])[C:10]([CH3:11])([CH3:12])[CH3:13])(=[CH2:14])[C:20]([c:19]1[c:18]([F:17])[cH:25][c:24]([F:26])[c:23](-[c:27]2[cH:28][n:29][cH:30][n:31][cH:32]2)[cH:22]1)=[O:21]. Product: C=C(CCCO[Si](C)(C)C(C)(C)C)C(=O)c1cc(-c2cncnc2)c(F)cc1F. Reactants: ClC=1C=CC2=NC=3C=CC=CC3C(N2N1)=O (2-Chloro-10H-pyridazino[3,2-b]quinazolin-10-one), C[O-].[Na+] (sodium methoxide). The solvent is CO (methanol). Yields the product COC=1C=CC2=NC=3C=CC=CC3C(N2N1)=O (2-methoxy-10H-pyridazino[3,2-b]-quinazolin-10-one). Isolated yield 70.9%. As a reaction SMILES: Cl[C:2]1[CH:3]=[CH:4][C:5]2[N:14]([N:15]=1)[C:13](=[O:16])[C:12]1[CH:11]=[CH:10][CH:9]=[CH:8][C:7]=1[N:6]=2.[CH3:17][O-:18].[Na+]>CO>[CH3:17][O:18][C:2]1[CH:3]=[CH:4][C:5]2[N:14]([N:15]=1)[C:13](=[O:16])[C:12]1[CH:11]=[CH:10][CH:9]=[CH:8][C:7]=1[N:6]=2 |f:1.2|. Reported procedure: 2-Chloro-10H-pyridazino[3,2-b]quinazolin-10-one (2.3 g) and sodium methoxide (1.1 g) in 100 ml of methanol was heated at 60° C. for 5 hours. After completion of the reaction, the solvent was removed by distillation, followed by addition of an aqueous solution of acetic acid. The precipitates were collected by filtration and recrystallized from methanol to give 1.6 g of 2-methoxy-10H-pyridazino[3,2-b]-quinazolin-10-one (Compound No. 1). M.P., 222.5°-223.0° C. The reactants are CC1OC2=C(NC1=O)C=C(C=C2)Cl (2-Methyl-6-chloro-1,4-benzoxazin-3-one), NC1=C(C=CC(=C1)Cl)O (2-amino-4-chlorophenol). Product: CC1OC2=C(NC1=O)C=CC=C2C (2.8-Dimethyl-1,4-benzoxazin-3-one). Reaction SMILES: [CH3:1][CH:2]1[C:7](=[O:8])[NH:6][C:5]2[CH:9]=[C:10](Cl)[CH:11]=[CH:12][C:4]=2[O:3]1.N[C:15]1C=C(Cl)C=CC=1O>>[CH3:1][CH:2]1[C:7](=[O:8])[NH:6][C:5]2[CH:9]=[CH:10][CH:11]=[C:12]([CH3:15])[C:4]=2[O:3]1. Procedure: 2-Methyl-6-chloro-1,4-benzoxazin-3-one from 2-amino-4-chlorophenol